From a dataset of the Open Reaction Database (ORD), a public repository of structured organic reaction records. describe an organic reaction: reactants, conditions, products, and yield Reactants: CCOC(=O)C (EtOAc), ClC=1C=CC(=C(C1)C1=C(C=NN1)NC(=O)C=1C=NN2C1N=CC=C2)OC (N-(5-(5-chloro-2-methoxyphenyl)-1H-pyrazol-4-yl)pyrazolo[1,5-a]pyrimidine-3-carboxamide), C([O-])([O-])=O.[Cs+].[Cs+] (cesium carbonate), BrCC=C(C)C (4-bromo-2-methyl-2-butene). The yield is 48.4%. Reaction SMILES: [Cl:1][C:2]1[CH:3]=[CH:4][C:5]([O:25][CH3:26])=[C:6]([C:8]2[NH:12][N:11]=[CH:10][C:9]=2[NH:13][C:14]([C:16]2[CH:17]=[N:18][N:19]3[CH:24]=[CH:23][CH:22]=[N:21][C:20]=23)=[O:15])[CH:7]=1.C(=O)([O-])[O-].[Cs+].[Cs+].Br[CH2:34][CH:35]=[C:36]([CH3:38])[CH3:37].CCOC(C)=O>CN(C)C=O>[Cl:1][C:2]1[CH:3]=[CH:4][C:5]([O:25][CH3:26])=[C:6]([C:8]2[C:9]([NH:13][C:14]([C:16]3[CH:17]=[N:18][N:19]4[CH:24]=[CH:23][CH:22]=[N:21][C:20]=34)=[O:15])=[CH:10][N:11]([CH2:34][CH:35]=[C:36]([CH3:38])[CH3:37])[N:12]=2)[CH:7]=1 |f:1.2.3|. Procedure: To a suspension of N-(5-(5-chloro-2-methoxyphenyl)-1H-pyrazol-4-yl)pyrazolo[1,5-a]pyrimidine-3-carboxamide (114.0 mg, 0.31 mmol) and cesium carbonate (201.4 mg, 0.62 mmol) in N,N-dimethylformamide (2 mL), was added 4-bromo-2-methyl-2-butene (53 μL, 0.46 mmol). The reaction mixture was stirred for 3 hours at room temperature, then EtOAc was added. The organic layer was washed 1× each with water and saturated brine solution. The organic layer was separated, then dried over Na2SO4 and concentrated ... Run in CN(C=O)C (N,N-dimethylformamide). Yields the product ClC=1C=CC(=C(C1)C1=NN(C=C1NC(=O)C=1C=NN2C1N=CC=C2)CC=C(C)C)OC (N-(3-(5-chloro-2-methoxyphenyl)-1-(3-methylbut-2-enyl)-1H-pyrazol-4-yl)pyrazolo[1,5-a]pyrimidine-3-carboxamide). Reaction conditions: time 3 hour. Starting materials: C(C)(C)(C)C=1C(=C(C(=C(C1)NC=O)C)CC(=C)C)O (N-[5-(tert-butyl)4-hydroxy-2-methyl-3-(2-methyl-2-propenyl)phenyl]formamide), Cl (hydrochloric acid), [OH-].[Na+] (sodium hydroxide). Solvent: CO (methanol). Reaction conditions: temperature 0 celsius. The product is NC=1C=C(C2=C(CC(O2)(C)C)C1C)C(C)(C)C (5-Amino-7-(tert-butyl)-2,3-dihydro-2,2,4-trimethyl-1-benzofuran). Yield: 67.3%. Reaction SMILES: [C:1]([C:5]1[C:6]([OH:19])=[C:7]([CH2:15][C:16]([CH3:18])=[CH2:17])[C:8]([CH3:14])=[C:9]([NH:11]C=O)[CH:10]=1)([CH3:4])([CH3:3])[CH3:2].Cl.[OH-].[Na+]>CO>[NH2:11][C:9]1[CH:10]=[C:5]([C:1]([CH3:4])([CH3:3])[CH3:2])[C:6]2[O:19][C:16]([CH3:18])([CH3:17])[CH2:15][C:7]=2[C:8]=1[CH3:14] |f:2.3|. Procedure details: To a solution of N-[5-(tert-butyl)4-hydroxy-2-methyl-3-(2-methyl-2-propenyl)phenyl]formamide (10.45 g, 40 mmol) in methanol (100 ml) was added concentrated hydrochloric acid (40 ml) and the mixture was heated under reflux for 3 hours under argon atmosphere. After cooling to 0° C., the mixture was made weakly basic using 12N sodium hydroxide, and extracted with ethyl acetate. The organic layer was washed with saturated brine and dried over sodium sulfate, and then the solvent was removed under re... Starting materials: Cl (hydrochloride), compound, FC1=CC=C(C=C1)N=C1SC=C(N1CCCN(C(OC(C)(C)C)=O)C(N1CCOCC1)=N)C1=CC=C(C=C1)N1CCOCC1 (tert-Butyl 3-[2-[(4-fluorophenyl)imino]-4-[4-(morpholino)phenyl]-thiazol-3(2H)-yl]propyl[imino(morpholino)methyl]carbamate), Example 9 ( 2 ). Product: FC1=CC=C(C=C1)N=C1SC=C(N1CCCNC(=N)N1CCOCC1)C1=CC=C(C=C1)N1CCOCC1 (N-{3-[2-[(4-Fluorophenyl)imino]-4-[4-(morpholino)phenyl]thiazol-3(2H)-yl]propyl}-4-morpholinecarboximidamide). As a reaction SMILES: [F:1][C:2]1[CH:7]=[CH:6][C:5]([N:8]=[C:9]2[N:13]([CH2:14][CH2:15][CH2:16][N:17]([C:25](=[NH:32])[N:26]3[CH2:31][CH2:30][O:29][CH2:28][CH2:27]3)C(=O)OC(C)(C)C)[C:12]([C:33]3[CH:38]=[CH:37][C:36]([N:39]4[CH2:44][CH2:43][O:42][CH2:41][CH2:40]4)=[CH:35][CH:34]=3)=[CH:11][S:10]2)=[CH:4][CH:3]=1.Cl>>[F:1][C:2]1[CH:7]=[CH:6][C:5]([N:8]=[C:9]2[N:13]([CH2:14][CH2:15][CH2:16][NH:17][C:25]([N:26]3[CH2:27][CH2:28][O:29][CH2:30][CH2:31]3)=[NH:32])[C:12]([C:33]3[CH:38]=[CH:37][C:36]([N:39]4[CH2:44][CH2:43][O:42][CH2:41][CH2:40]4)=[CH:35][CH:34]=3)=[CH:11][S:10]2)=[CH:4][CH:3]=1. Procedure: The compound (535 mg) obtained in the above (1) was treated in a similar manner to in Example 9 (2) to give the title compound (467 mg) as hydrochloride. Reactants: CC(C)CC(NC(=O)C(CC(C)C)NC(=O)OC(C)(C)C)B1OC2CC3CC(C3(C)C)C2(C)O1, COc1ccc(CC(Nc2cccc(-c3ccccc3)c2)C(=O)O)cc1OC. Product: COc1ccc(CC(Nc2cccc(-c3ccccc3)c2)C(=O)NC(CC(C)C)C(=O)NC(CC(C)C)B2OC3CC4CC(C4(C)C)C3(C)O2)cc1OC. Reaction SMILES: [C:1]([O:2][C:6]([NH:7][CH:8]([CH2:9][CH:10]([CH3:11])[CH3:12])[C:13]([NH:14][CH:15]([CH2:16][CH:17]([CH3:18])[CH3:19])[B:20]1[O:21][C:22]2([CH3:32])[CH:23]3[C:24]([CH3:30])([CH3:31])[CH:25]([CH2:26][CH:27]2[O:28]1)[CH2:29]3)=[O:33])=[O:34])([CH3:3])([CH3:4])[CH3:5].[c:35]1(-[c:57]2[cH:58][cH:59][cH:60][cH:61][cH:62]2)[cH:36][c:37]([NH:41][CH:42]([C:43]([OH:44])=[O:45])[CH2:46][c:47]2[cH:48][c:49]([O:55][CH3:56])[c:50]([O:53][CH3:54])[cH:51][cH:52]2)[cH:38][cH:39][cH:40]1>>[C:6]([NH:7][CH:8]([CH2:9][CH:10]([CH3:11])[CH3:12])[C:13]([NH:14][CH:15]([CH2:16][CH:17]([CH3:18])[CH3:19])[B:20]1[O:21][C:22]2([CH3:32])[CH:23]3[C:24]([CH3:30])([CH3:31])[CH:25]([CH2:26][CH:27]2[O:28]1)[CH2:29]3)=[O:33])(=[O:34])[CH:42]([NH:41][c:37]1[cH:36][c:35](-[c:57]2[cH:58][cH:59][cH:60][cH:61][cH:62]2)[cH:40][cH:39][cH:38]1)[CH2:46][c:47]1[cH:48][c:49]([O:55][CH3:56])[c:50]([O:53][CH3:54])[cH:51][cH:52]1. The reactants are COC(=O)Cc1c(C)n(C(=O)OC(C)(C)C)c2sc(C)cc12, ClCCl. Yields the product COC(=O)Cc1c(C)[nH]c2sc(C)cc12. As a reaction SMILES: [CH3:1][O:2][C:3]([CH2:4][c:5]1[c:6]2[c:7]([n:8]([C:11]([O:12][C:13]([CH3:14])([CH3:15])[CH3:16])=[O:17])[c:9]1[CH3:10])[s:18][c:19]([CH3:21])[cH:20]2)=[O:22].[Cl:23][CH2:24][Cl:25]>>[CH3:1][O:2][C:3]([CH2:4][c:5]1[c:6]2[c:7]([nH:8][c:9]1[CH3:10])[s:18][c:19]([CH3:21])[cH:20]2)=[O:22]. The reactants are Cl.COC([C@@H](NC([C@@H](NC([C@@H](N)CC1=CNC2=CC=CC=C12)=O)CO)=O)CC1=CC=C(C=C1)O)=O (L-Tryptophyl-L-seryl-L-tyrosine methyl ester hydrochloride), C1(CCCCC1)N=C=NC1CCCCC1 (dicyclohexylcarbodiimide), C(C1=CC=CC=C1)OC(=O)N[C@@H](CCC(N)=O)C(=O)O (Nα -benzyloxycarbonyl-L-glutamine), ON1N=NC2=C1C=CC=C2 (1-hydroxybenztriazole). The solvent is C(C)N(CC)CC (triethylamine), CN(C=O)C (dimethylformamide). Reaction conditions: temperature -10 celsius, time 15 minute. The product is COC([C@@H](NC([C@@H](NC([C@@H](NC([C@@H](NC(=O)OCC1=CC=CC=C1)CCC(N)=O)=O)CC1=CNC2=CC=CC=C12)=O)CO)=O)CC1=CC=C(C=C1)O)=O (Nα -Benzyloxycarbonyl-L-glutaminyl-L-tryptophyl-L-seryl-L-tyrosine methyl ester). RXN SMILES: Cl.[CH3:2][O:3][C:4](=[O:35])[C@H:5]([CH2:27][C:28]1[CH:33]=[CH:32][C:31]([OH:34])=[CH:30][CH:29]=1)[NH:6][C:7](=[O:26])[C@H:8]([CH2:24][OH:25])[NH:9][C:10](=[O:23])[C@H:11]([CH2:13][C:14]1[C:22]2[C:17](=[CH:18][CH:19]=[CH:20][CH:21]=2)[NH:16][CH:15]=1)[NH2:12].[CH2:36]([O:43][C:44]([NH:46][C@H:47]([C:53](O)=[O:54])[CH2:48][CH2:49][C:50](=[O:52])[NH2:51])=[O:45])[C:37]1[CH:42]=[CH:41][CH:40]=[CH:39][CH:38]=1.ON1C2C=CC=CC=2N=N1.C1(N=C=NC2CCCCC2)CCCCC1>C(N(CC)CC)C.CN(C)C=O>[CH3:2][O:3][C:4](=[O:35])[C@H:5]([CH2:27][C:28]1[CH:29]=[CH:30][C:31]([OH:34])=[CH:32][CH:33]=1)[NH:6][C:7](=[O:26])[C@H:8]([CH2:24][OH:25])[NH:9][C:10](=[O:23])[C@H:11]([CH2:13][C:14]1[C:22]2[C:17](=[CH:18][CH:19]=[CH:20][CH:21]=2)[NH:16][CH:15]=1)[NH:12][C:53](=[O:54])[C@H:47]([CH2:48][CH2:49][C:50](=[O:52])[NH2:51])[NH:46][C:44]([O:43][CH2:36][C:37]1[CH:38]=[CH:39][CH:40]=[CH:41][CH:42]=1)=[O:45] |f:0.1|. Procedure details: A mixture of the product from (c) above, 1.4 g. of Nα -benzyloxycarbonyl-L-glutamine, 670 mg. of 1-hydroxybenztriazole and 50 ml. of dimethylformamide is stirred and cooled to -10° C., and 0.7 ml. of triethylamine is added. After 15 minutes, it is treated with 1.2 g. of dicyclohexylcarbodiimide and stirred a few hours at -10° C., then at room temperature for two days and finally let stand an additional three days. The solution is filtered and the filtrate evaporated at 50° C. under reduced press... Reactants: C(C1=CC=CC=C1)OC(C1=CC(=C(C=C1)C=1C=NC=C(C1)CC(=O)O)CN(CC)C(=O)OCC1=CC=CC=C1)=O (3-[(N-Benzyloxycarbonyl-N-ethyl-amino)-methyl]-4-(5-carboxymethyl-pyridin-3-yl)-benzoic acid benzyl ester), S(O)(O)(=O)=O (sulfuric acid), CCO (EtOH). Reaction conditions: temperature 95 celsius, time 2 hour. Product: C(C)OC(C1=CC(=C(C=C1)C=1C=NC=C(C1)CC(=O)OCC)CN(CC)C(=O)OCC1=CC=CC=C1)=O (3-[(N-benzyloxycarbonyl-N-ethyl-amino)-methyl]-4-(5-ethoxycarbonylmethyl-pyridin-3-yl)-benzoic acid ethyl ester). Reaction SMILES: [CH2:1]([O:8][C:9](=[O:40])[C:10]1[CH:15]=[CH:14][C:13]([C:16]2[CH:17]=[N:18][CH:19]=[C:20]([CH2:22][C:23]([OH:25])=[O:24])[CH:21]=2)=[C:12]([CH2:26][N:27]([C:30]([O:32][CH2:33][C:34]2[CH:39]=[CH:38][CH:37]=[CH:36][CH:35]=2)=[O:31])[CH2:28][CH3:29])[CH:11]=1)[C:2]1C=CC=CC=1.S(=O)(=O)(O)O.[CH3:46][CH2:47]O>>[CH2:1]([O:8][C:9](=[O:40])[C:10]1[CH:15]=[CH:14][C:13]([C:16]2[CH:17]=[N:18][CH:19]=[C:20]([CH2:22][C:23]([O:25][CH2:46][CH3:47])=[O:24])[CH:21]=2)=[C:12]([CH2:26][N:27]([C:30]([O:32][CH2:33][C:34]2[CH:39]=[CH:38][CH:37]=[CH:36][CH:35]=2)=[O:31])[CH2:28][CH3:29])[CH:11]=1)[CH3:2]. Reported procedure: 3-[(N-Benzyloxycarbonyl-N-ethyl-amino)-methyl]-4-(5-carboxymethyl-pyridin-3-yl)-benzoic acid benzyl ester (1.74 g, 3.2 mmol) in EtOH (200 mL) was treated with sulfuric acid (2 mL), and the reaction was stirred at 95° C. for 2 hours. The mixture was cooled to room temperature and concentrated, and the residue was partitioned between EtOAc and H2O. The solution was extracted with EtOAc, and the combined organic layers were washed with 1N aqueous HCl and concentrated. The crude material was purifie... The reactants are C(Cl)(Cl)Cl (Chloroform), ClC=1C=CC2=C(N([C@H]3[C@@H](S2)[C@H]([C@@H]([C@H](O3)CO)O)O)CC(C)N(CC)CC)C1 ((2R, 3S, 4S, 4aS, 10aR)-8-chloro-10-(2-diethylaminopropyl)-3, 4-dihydroxy-2-hydroxymethyl-2, 3, 4, 4a, 10, 10a -hexahydropyrano [3, 2-b] [1, 4] benzothiazine), N1C=NC=C1 (imidazole), [Si](C)(C)(C(C)(C)C)Cl (tert-butyldimethylsilyl chloride). Solvent: CN(C=O)C (dimethylformamide), C(C)(=O)OCC.CO (ethyl acetate methanol). Run at time 23 hour. Yields the product [Si](C)(C)(C(C)(C)C)OC[C@@H]1[C@H]([C@@H]([C@@H]2SC3=C(N([C@@H]2O1)CC(C)N(CC)CC)C=C(C=C3)Cl)O)O ((2R, 3S, 4S, 4aS, 10aR)-2-tert-butyldimethylsilyloxymethyl-8-chloro-10-(2-diethylaminopropyl)-3,4-dihydroxy-2, 3, 4, 4a, 10, 10a-hexahydropyrano [3, 2-b] [1, 4] benzothiazine). Isolated yield 9.4%. As a reaction SMILES: [Cl:1][C:2]1[CH:3]=[CH:4][C:5]2[S:10][C@H:9]3[C@@H:11]([OH:18])[C@H:12]([OH:17])[C@@H:13]([CH2:15][OH:16])[O:14][C@H:8]3[N:7]([CH2:19][CH:20]([N:22]([CH2:25][CH3:26])[CH2:23][CH3:24])[CH3:21])[C:6]=2[CH:27]=1.N1C=CN=C1.[Si:33](Cl)([C:36]([CH3:39])([CH3:38])[CH3:37])([CH3:35])[CH3:34].C(Cl)(Cl)Cl>CN(C)C=O.C(OCC)(=O)C.CO>[Si:33]([O:16][CH2:15][C@H:13]1[O:14][C@@H:8]2[C@@H:9]([S:10][C:5]3[CH:4]=[CH:3][C:2]([Cl:1])=[CH:27][C:6]=3[N:7]2[CH2:19][CH:20]([N:22]([CH2:25][CH3:26])[CH2:23][CH3:24])[CH3:21])[C@@H:11]([OH:18])[C@@H:12]1[OH:17])([C:36]([CH3:39])([CH3:38])[CH3:37])([CH3:35])[CH3:34] |f:5.6|. Procedure details: To the solution of 1.51 g of the compound (10) obtained in Example 10 and 0.48 g of imidazole in 3.5 ml of dimethylformamide, 0.55 g of tert-butyldimethylsilyl chloride was added dropwise, and the mixture was stirred for 23 hours at room temperature. Chloroform was added to the reaction solution, and the mixture was washed with water. The organic layer was dried over anhydrous magnesium sulfate, and the solvent was removed under reduced pressure. The resulting residue was purified by silica gel ... The reactants are O=S(=O)(O)Cl, O, O=C(O)c1c(Cl)cccc1Cl. Product: O=C(O)c1c(Cl)ccc(S(=O)(=O)Cl)c1Cl. RXN SMILES: [Cl:12][S:13](=[O:14])(=[O:15])[OH:16].[OH2:17].[OH:1][C:2](=[O:3])[c:4]1[c:5]([Cl:6])[cH:7][cH:8][cH:9][c:10]1[Cl:11]>>[OH:1][C:2](=[O:3])[c:4]1[c:5]([Cl:6])[c:7]([S:13]([Cl:12])(=[O:14])=[O:15])[cH:8][cH:9][c:10]1[Cl:11]. Product: C[C@@H]1[C@@H](N(CCC1)C(=O)C1=C(C=CC(=C1)C)C=1C=NN(C1)C)CNC1=NC=C(C=C1)C(F)(F)F (rac-cis-(3-Methyl-2-(((5-(trifluoromethyl)pyridin-2-yl)amino)methyl)piperidin-1-yl)(5-methyl-2-(1-methyl-1H-pyrazol-4-yl)phenyl)methanone), C(=O)(C(F)(F)F)O (TFA). Procedure details: The mixture of rac-cis-(2-bromo-5-methylphenyl)(3-methyl-2-(((5-(trifluoromethyl)pyridin-2-yl)amino)methyl)piperidin-1-yl)methanone (0.045 g, 0.097 mmol), 1-methyl-4-(4,4,5,5-tetramethyl-1,3,2-dioxaborolan-2-yl)-1H-pyrazole (0.024 g, 0.116 mmol), P(PPh3)4 (0.017 g, 0.015 mmol), K2CO3 (0.4 g, 0.291 mmol) and dioxane/H2O (4:1, 3 mL) was degassed for 5 min and heated overnight at 100° C. oil bath. The completion of reaction was monitored by analytical HPLC. The mixture was cooled and extracted with... Run at temperature 100 celsius. The solvent is O1CCOCC1.O (dioxane H2O). The reactants are BrC1=C(C=C(C=C1)C)C(=O)N1[C@H]([C@H](CCC1)C)CNC1=NC=C(C=C1)C(F)(F)F (rac-cis-(2-bromo-5-methylphenyl)(3-methyl-2-(((5-(trifluoromethyl)pyridin-2-yl)amino)methyl)piperidin-1-yl)methanone), CN1N=CC(=C1)B1OC(C(O1)(C)C)(C)C (1-methyl-4-(4,4,5,5-tetramethyl-1,3,2-dioxaborolan-2-yl)-1H-pyrazole), P(PPh3)4, C(=O)([O-])[O-].[K+].[K+] (K2CO3). As a reaction SMILES: Br[C:2]1[CH:7]=[CH:6][C:5]([CH3:8])=[CH:4][C:3]=1[C:9]([N:11]1[CH2:16][CH2:15][CH2:14][C@H:13]([CH3:17])[C@@H:12]1[CH2:18][NH:19][C:20]1[CH:25]=[CH:24][C:23]([C:26]([F:29])([F:28])[F:27])=[CH:22][N:21]=1)=[O:10].[CH3:30][N:31]1[CH:35]=[C:34](B2OC(C)(C)C(C)(C)O2)[CH:33]=[N:32]1.[C:45]([O-:48])([O-])=[O:46].[K+].[K+]>O1CCOCC1.O>[CH3:17][C@H:13]1[CH2:14][CH2:15][CH2:16][N:11]([C:9]([C:3]2[CH:4]=[C:5]([CH3:8])[CH:6]=[CH:7][C:2]=2[C:34]2[CH:33]=[N:32][N:31]([CH3:30])[CH:35]=2)=[O:10])[C@H:12]1[CH2:18][NH:19][C:20]1[CH:25]=[CH:24][C:23]([C:26]([F:29])([F:28])[F:27])=[CH:22][N:21]=1.[C:45]([OH:48])([C:26]([F:29])([F:28])[F:27])=[O:46] |f:2.3.4,5.6|.